From a dataset of the Open Reaction Database (ORD), a public repository of structured organic reaction records. describe an organic reaction: reactants, conditions, products, and yield Reactants: [H][H] (hydrogen), C1(=CC=CC=C1)COC(=O)N[C@@H](CC(C)C)C(=O)OCC[Si](C)(C)C ([(phenylmethoxy)carbonyl]-L-leucine, 2-(trimethylsilyl)ethyl ester), amino-ester. The reagents and catalysts are [Pd] (palladium on charcoal). Solvent: C(C)(=O)OCC (ethyl acetate). Yields the product N[C@@H](CC(C)C)C(=O)OCC[Si](C)(C)C (L-Leucine, 2-(trimethylsilyl)ethyl ester). RXN SMILES: C1(COC([NH:11][C@H:12]([C:17]([O:19][CH2:20][CH2:21][Si:22]([CH3:25])([CH3:24])[CH3:23])=[O:18])[CH2:13][CH:14]([CH3:16])[CH3:15])=O)C=CC=CC=1.[H][H]>C(OCC)(=O)C.[Pd]>[NH2:11][C@H:12]([C:17]([O:19][CH2:20][CH2:21][Si:22]([CH3:23])([CH3:25])[CH3:24])=[O:18])[CH2:13][CH:14]([CH3:16])[CH3:15]. Procedure: To a solution of 9.1 g (24.9 mmol) of [(phenylmethoxy)carbonyl]-L-leucine, 2-(trimethylsilyl)ethyl ester in 200 ml of ethyl acetate cooled in an ice bath under nitrogen was added 1 g of 10% palladium on charcoal. The reaction mixture was subjected to a steady stream of hydrogen for 21/2 hours at room temperature, then filtered and concentrated in vacuo to remove volatiles. The liquid product obtained was homogeneous by TLC. The yield was 5.8 g and the free amino-ester was used directly without f...